From a dataset of the Open Reaction Database (ORD), a public repository of structured organic reaction records. describe an organic reaction: reactants, conditions, products, and yield Starting materials: CC(=O)O[BH-](OC(C)=O)OC(C)=O, O=C([O-])O, COc1ccc2ncc(=O)n(CC=O)c2n1, CC(=O)O, ClC(Cl)Cl, ClCCl, [Na+], [Na+], CC(C)(C)OC(=O)N(Cc1cc2c(cn1)OCCO2)C1CCNCC1. Product: COc1ccc2ncc(=O)n(CCN3CCC(N(Cc4cc5c(cn4)OCCO5)C(=O)OC(C)(C)C)CC3)c2n1. Reaction SMILES: [C:42]([O:43][BH-:44]([O:45][C:46](=[O:47])[CH3:48])[O:49][C:50](=[O:51])[CH3:52])(=[O:53])[CH3:54].[C:56](=[O:57])([O-:58])[OH:59].[CH3:26][O:27][c:28]1[cH:29][cH:30][c:31]2[c:32]([n:33]([CH2:38][CH:39]=[O:40])[c:34](=[O:37])[cH:35][n:36]2)[n:41]1.[CH3:68][C:69](=[O:70])[OH:71].[CH:64]([Cl:65])([Cl:66])[Cl:67].[Cl:61][CH2:62][Cl:63].[Na+:55].[Na+:60].[O:1]1[CH2:2][CH2:3][O:4][c:5]2[cH:6][n:7][c:8]([CH2:11][N:12]([C:13]([O:14][C:15]([CH3:16])([CH3:17])[CH3:18])=[O:19])[CH:20]3[CH2:21][CH2:22][NH:23][CH2:24][CH2:25]3)[cH:9][c:10]21>>[O:1]1[CH2:2][CH2:3][O:4][c:5]2[cH:6][n:7][c:8]([CH2:11][N:12]([C:13]([O:14][C:15]([CH3:16])([CH3:17])[CH3:18])=[O:19])[CH:20]3[CH2:21][CH2:22][N:23]([CH2:39][CH2:38][n:33]4[c:32]5[c:31]([cH:30][cH:29][c:28]([O:27][CH3:26])[n:41]5)[n:36][cH:35][c:34]4=[O:37])[CH2:24][CH2:25]3)[cH:9][c:10]21. The reactants are CS(=O)(=O)N1CCC(=CC1)C=1C=C2C(=CN1)O[C@](C2)(C2CCNCC2)C ((R)-5-(1-methanesulfonyl-1,2,3,6-tetrahydro-pyridin-4-yl)-2-methyl-2-piperidin-4-yl-2,3-dihydro-furo[2,3-c]pyridine), FC([C@H](C)OC(OC1=CC=C(C=C1)[N+](=O)[O-])=O)(F)F (carbonic acid 4-nitro-phenyl ester (S)-2,2,2-trifluoro-1-methyl-ethyl ester). Product: FC([C@H](C)OC(=O)N1CCC(CC1)[C@]1(CC=2C(=CN=C(C2)C=2CCN(CC2)S(=O)(=O)C)O1)C)(F)F ((S)-4-[(R)-5-(1-Methanesulfonyl-1,2,3,6-tetrahydro-pyridin-4-yl)-2-methyl-2,3-dihydro-furo[2,3-c]pyridin-2-yl]-piperidine-1-carboxylic acid 2,2,2-trifluoro-1-methyl-ethyl ester). As a reaction SMILES: [CH3:1][S:2]([N:5]1[CH2:10][CH:9]=[C:8]([C:11]2[CH:12]=[C:13]3[CH2:19][C@:18]([CH3:26])([CH:20]4[CH2:25][CH2:24][NH:23][CH2:22][CH2:21]4)[O:17][C:14]3=[CH:15][N:16]=2)[CH2:7][CH2:6]1)(=[O:4])=[O:3].[F:27][C:28]([F:45])([F:44])[C@@H:29]([O:31][C:32](=O)[O:33]C1C=CC([N+]([O-])=O)=CC=1)[CH3:30]>>[F:27][C:28]([F:45])([F:44])[C@@H:29]([O:31][C:32]([N:23]1[CH2:24][CH2:25][CH:20]([C@:18]2([CH3:26])[O:17][C:14]3=[CH:15][N:16]=[C:11]([C:8]4[CH2:9][CH2:10][N:5]([S:2]([CH3:1])(=[O:3])=[O:4])[CH2:6][CH:7]=4)[CH:12]=[C:13]3[CH2:19]2)[CH2:21][CH2:22]1)=[O:33])[CH3:30]. Reported procedure: The title compound is prepared from (R)-5-(1-methanesulfonyl-1,2,3,6-tetrahydro-pyridin-4-yl)-2-methyl-2-piperidin-4-yl-2,3-dihydro-furo[2,3-c]pyridine and carbonic acid 4-nitro-phenyl ester (S)-2,2,2-trifluoro-1-methyl-ethyl ester following a procedure analogous to that described in Example 1. LC (method 2): tR=0.92 min; Mass spectrum (ESI+): m/z=518 [M+H]+.